From a dataset of the Open Reaction Database (ORD), a public repository of structured organic reaction records. describe an organic reaction: reactants, conditions, products, and yield Starting materials: COC1=CC=C(C=C1)C=1NC(C2=CC=CC=C2C1)=O (3-(4-Methoxyphenyl)isoquinolin-1-one), P(=O)(Cl)(Cl)Cl (phosphorus oxychloride). Reaction conditions: temperature 110 celsius. Product: ClC1=NC(=CC2=CC=CC=C12)C1=CC=C(C=C1)OC (1-Chloro-3-(4-methoxyphenyl)isoquinoline). The yield is 96.0%. RXN SMILES: [CH3:1][O:2][C:3]1[CH:8]=[CH:7][C:6]([C:9]2[NH:10][C:11](=O)[C:12]3[C:17]([CH:18]=2)=[CH:16][CH:15]=[CH:14][CH:13]=3)=[CH:5][CH:4]=1.P(Cl)(Cl)([Cl:22])=O>>[Cl:22][C:11]1[C:12]2[C:17](=[CH:16][CH:15]=[CH:14][CH:13]=2)[CH:18]=[C:9]([C:6]2[CH:7]=[CH:8][C:3]([O:2][CH3:1])=[CH:4][CH:5]=2)[N:10]=1. Reported procedure: 3-(4-Methoxyphenyl)isoquinolin-1-one (1.70 g) was added to phosphorus oxychloride (10 ml), and the resulting mixture was heated at 110° C. for 3 hr. The reaction mixture was evaporated, and to the resulting residue were added ethyl acetate and water. The resulting organic layer was washed with water, an aqueous solution of sodium bicarbonate and brine, and then dried over magnesium sulfate. The solvent was evaporated, and the resulting residue was purified by silica gel column chromatography (et... Reactants: BrC1=CC(=C(N)C(=C1)F)F (4-bromo-2,6-difluoroaniline), COC=1C=C(C=CC1OC)B(O)O (3,4-dimethoxyphenylboronic acid). Product: FC=1C=C(C=C(C1N)F)C1=CC(=C(C=C1)OC)OC (3,5-difluoro-3′,4′-dimethoxybiphenyl-4-amine). The yield is 30.6%. RXN SMILES: Br[C:2]1[CH:8]=[C:7]([F:9])[C:5]([NH2:6])=[C:4]([F:10])[CH:3]=1.[CH3:11][O:12][C:13]1[CH:14]=[C:15](B(O)O)[CH:16]=[CH:17][C:18]=1[O:19][CH3:20]>>[F:10][C:4]1[CH:3]=[C:2]([C:16]2[CH:15]=[CH:14][C:13]([O:12][CH3:11])=[C:18]([O:19][CH3:20])[CH:17]=2)[CH:8]=[C:7]([F:9])[C:5]=1[NH2:6]. Procedure: The title compound (39 mg) was prepared from 4-bromo-2,6-difluoroaniline (100 mg, 0.48 mmol) and 3,4-dimethoxyphenylboronic acid (113 mg, 0.62 mmol) as a pale-yellow solid. 1H-NMR (δ ppm, DMSO-d6, 400 MHz): 7.25 (dd, J 2, 8.3, 2H), 7.18-7.10 (m, 2H), 6.94 (d, J 8.4, 1H), 5.21 (s, 2H), 3.81 (s, 3H), 3.75 (s, 3H). The reactants are CCOC(=O)CBr, O=C([O-])[O-], CN(C)C=O, CCOC(C)=O, CC1(C)OB(c2ccc(O)cc2)OC1(C)C, [K+], [K+], O. Yields the product CCOC(=O)COc1ccc(B2OC(C)(C)C(C)(C)O2)cc1. Reaction SMILES: [Br:1][CH2:2][C:3](=[O:4])[O:5][CH2:6][CH3:7].[C:24](=[O:25])([O-:26])[O-:27].[CH3:31][N:32]([CH3:33])[CH:34]=[O:35].[CH3:36][CH2:37][O:38][C:39](=[O:40])[CH3:41].[CH3:8][C:9]1([CH3:23])[O:10][B:11]([c:16]2[cH:17][cH:18][c:19]([OH:22])[cH:20][cH:21]2)[O:12][C:13]1([CH3:14])[CH3:15].[K+:28].[K+:29].[OH2:30]>>[CH2:2]([C:3](=[O:4])[O:5][CH2:6][CH3:7])[O:22][c:19]1[cH:18][cH:17][c:16]([B:11]2[O:10][C:9]([CH3:8])([CH3:23])[C:13]([CH3:14])([CH3:15])[O:12]2)[cH:21][cH:20]1. RXN SMILES: Cl[CH2:2][CH2:3][O:4][C:5]1[CH:10]=[CH:9][CH:8]=[CH:7][C:6]=1[C:11]1([NH:15][C:16]2[C:17](=[O:35])[N:18]([C:22]3[CH:23]=[C:24]([CH:31]=[CH:32][C:33]=3[CH3:34])[C:25]([NH:27][CH:28]3[CH2:30][CH2:29]3)=[O:26])[CH:19]=[CH:20][N:21]=2)[CH2:14][CH2:13][CH2:12]1.[CH:36]([NH2:39])([CH3:38])[CH3:37]>>[CH:28]1([NH:27][C:25](=[O:26])[C:24]2[CH:31]=[CH:32][C:33]([CH3:34])=[C:22]([N:18]3[CH:19]=[CH:20][N:21]=[C:16]([NH:15][C:11]4([C:6]5[CH:7]=[CH:8][CH:9]=[CH:10][C:5]=5[O:4][CH2:3][CH2:2][NH:39][CH:36]([CH3:38])[CH3:37])[CH2:14][CH2:13][CH2:12]4)[C:17]3=[O:35])[CH:23]=2)[CH2:30][CH2:29]1. Procedure details: The title product was prepared from 3-(3-(1-(2-(2-chloroethoxy)phenyl)cyclobutylamino)-2-oxopyrazin-1(2H)-yl)-N-cyclopropyl-4-methylbenzamide (Example 268g) and isopropylamine using a similar method to that described for example 167f. MS: APCI(+ve) 516 (M+H)+. Starting materials: ClCCOC1=C(C=CC=C1)C1(CCC1)NC=1C(N(C=CN1)C=1C=C(C(=O)NC2CC2)C=CC1C)=O (3-(3-(1-(2-(2-chloroethoxy)phenyl)cyclobutylamino)-2-oxopyrazin-1(2H)-yl)-N-cyclopropyl-4-methylbenzamide), C(C)(C)N (isopropylamine). Yields the product C1(CC1)NC(C1=CC(=C(C=C1)C)N1C(C(=NC=C1)NC1(CCC1)C1=C(C=CC=C1)OCCNC(C)C)=O)=O (N-Cyclopropyl-4-methyl-3-[3-[[1-[2-[2-[(1-methylethyl)amino]ethoxy]phenyl]cyclobutyl]amino]-2-oxo-1(2H)-pyrazinyl]-benzamide). The reactants are COC(=O)C1CCCC1=O, CC(=O)O, Oc1c2c(nc3ccnn13)CCCCC2, Nc1ccn[nH]1. The product is Oc1c2c(nc3ccnn13)CCC2. Reaction SMILES: [CH3:16][O:17][C:18]([CH:19]1[CH2:20][CH2:21][CH2:22][C:23]1=[O:24])=[O:25].[CH3:32][C:33](=[O:34])[OH:35].[n:1]1[cH:2][cH:3][c:4]2[n:5][c:6]3[c:7]([c:8]([OH:10])[n:9]12)[CH2:12][CH2:11][CH2:13][CH2:14][CH2:15]3.[n:26]1[nH:27][c:28]([NH2:29])[cH:30][cH:31]1>>[n:1]1[cH:2][cH:3][c:4]2[n:5][c:6]3[c:7]([c:8]([OH:10])[n:9]12)[CH2:13][CH2:14][CH2:15]3. Starting materials: OC1=C(C=CC=C1)CC(=O)O ((2-hydroxyphenyl)acetic acid), C([O-])([O-])=O.[K+].[K+] (potassium carbonate), C(C1=CC=CC=C1)Br (benzyl bromide). The solvent is CN(C=O)C (dimethylformamide). Run at time 18 hour. The product is C(C1=CC=CC=C1)OC1=C(C=CC=C1)CC(=O)OCC1=CC=CC=C1 (benzyl (2-benzyloxyphenyl)acetate). Isolated yield 96.7%. As a reaction SMILES: [OH:1][C:2]1[CH:7]=[CH:6][CH:5]=[CH:4][C:3]=1[CH2:8][C:9]([OH:11])=[O:10].C(=O)([O-])[O-].[K+].[K+].[CH2:18](Br)[C:19]1[CH:24]=[CH:23][CH:22]=[CH:21][CH:20]=1>CN(C)C=O>[CH2:18]([O:1][C:2]1[CH:7]=[CH:6][CH:5]=[CH:4][C:3]=1[CH2:8][C:9]([O:11][CH2:8][C:3]1[CH:4]=[CH:5][CH:6]=[CH:7][CH:2]=1)=[O:10])[C:19]1[CH:24]=[CH:23][CH:22]=[CH:21][CH:20]=1 |f:1.2.3|. Procedure: To a solution of (2-hydroxyphenyl)acetic acid (125 g) in dimethylformamide (1.9 l) was added potassium carbonate (909 g) and benzyl bromide (281 g) successively. After being stirred for 18 hours, the mixture was filtered, and the filtrate was concentrated under reduced pressure. The residue was dissolved in ethyl acetate, washed with 1N aqueous sodium hydroxide solution and brine, dried and evaporated in vacuo. Dichloromethane was added to the residue and the solution was treated with activated ... Procedure details: (1R)-1-Isopropyl-2-hydroxyethylamine was reacted with SOCl2 followed by 2-Methyl-4-nitrophenyl isothiocyanate according to Method C2a to give (4R)-2-(2-methyl-4-nitrophenylimino)-4-isopropyl-1,3-thiazolidine. The thiazolidine was reacted with isobutyl bromide according to Method D2a to afford (4R)-2-(2-methyl -4-nitrophenylimino)-4-isopropyl-3-isobutyl-1,3-thiazolidine. Product: CC1=C(C=CC(=C1)[N+](=O)[O-])N=C1SC[C@H](N1CC(C)C)C(C)C ((4R)-2-(2-methyl -4-nitrophenylimino)-4-isopropyl-3-isobutyl-1,3-thiazolidine). Reactants: CC1=C(C=CC(=C1)[N+](=O)[O-])N=C1SC[C@H](N1)C(C)C ((4R)-2-(2-methyl-4-nitrophenylimino)-4-isopropyl-1,3-thiazolidine), C(C(C)C)Br (isobutyl bromide). RXN SMILES: [CH3:1][C:2]1[CH:7]=[C:6]([N+:8]([O-:10])=[O:9])[CH:5]=[CH:4][C:3]=1[N:11]=[C:12]1[NH:16][C@H:15]([CH:17]([CH3:19])[CH3:18])[CH2:14][S:13]1.[CH2:20](Br)[CH:21]([CH3:23])[CH3:22]>>[CH3:1][C:2]1[CH:7]=[C:6]([N+:8]([O-:10])=[O:9])[CH:5]=[CH:4][C:3]=1[N:11]=[C:12]1[N:16]([CH2:20][CH:21]([CH3:23])[CH3:22])[C@H:15]([CH:17]([CH3:19])[CH3:18])[CH2:14][S:13]1.